Dataset: the Open Reaction Database (ORD), a public repository of structured organic reaction records. Task: describe an organic reaction: reactants, conditions, products, and yield Starting materials: O1C(OCCC1)C1=CC(=C(C=C1)C=1SC2=NC(=CC=C2N1)C1(CC1)C1=CC=C(C=C1)OCC1=CC=CC=C1)F (2-(4-(1,3-dioxan-2-yl)-2-fluorophenyl)-5-(1-(4-(benzyloxy)-phenyl)cyclopropyl)thiazolo[5,4-b]pyridine). The solvent is C1CCOC1 (THF), Cl (HCl). Reaction conditions: temperature 65 celsius. Yields the product C(C1=CC=CC=C1)OC1=CC=C(C=C1)C1(CC1)C1=CC=C2C(=N1)SC(=N2)C2=C(C=C(C=O)C=C2)F (4-(5-(1-(4-(benzyloxy)-phenyl)cyclopropyl)thiazolo[5,4-b]pyridine-2-yl)-3-fluorobenzaldehyde). As a reaction SMILES: [O:1]1CCCO[CH:2]1[C:7]1[CH:12]=[CH:11][C:10]([C:13]2[S:14][C:15]3[C:20]([N:21]=2)=[CH:19][CH:18]=[C:17]([C:22]2([C:25]4[CH:30]=[CH:29][C:28]([O:31][CH2:32][C:33]5[CH:38]=[CH:37][CH:36]=[CH:35][CH:34]=5)=[CH:27][CH:26]=4)[CH2:24][CH2:23]2)[N:16]=3)=[C:9]([F:39])[CH:8]=1>C1COCC1.Cl>[CH2:32]([O:31][C:28]1[CH:27]=[CH:26][C:25]([C:22]2([C:17]3[N:16]=[C:15]4[S:14][C:13]([C:10]5[CH:11]=[CH:12][C:7]([CH:2]=[O:1])=[CH:8][C:9]=5[F:39])=[N:21][C:20]4=[CH:19][CH:18]=3)[CH2:23][CH2:24]2)=[CH:30][CH:29]=1)[C:33]1[CH:38]=[CH:37][CH:36]=[CH:35][CH:34]=1. Procedure details: A suspension of 2-(4-(1,3-dioxan-2-yl)-2-fluorophenyl)-5-(1-(4-(benzyloxy)-phenyl)cyclopropyl)thiazolo[5,4-b]pyridine (0.305 g, 0.566 mmol) in 5 mL THF and 5 mL 5N aq. HCl was heated in a sealed vial to 65° C. for 1 h. The reaction mixture was cooled, poured onto ice, quenched with 10 N NaOH, sonicated in 5 mL MTBE, filtered, and rinsed with 1 mL MTBE. The solid was collected to give 4-(5-(1-(4-(benzyloxy)-phenyl)cyclopropyl)thiazolo[5,4-b]pyridine-2-yl)-3-fluorobenzaldehyde as an orange solid. ... Starting materials: CON(C(=O)C=1C(=NC(=NC1)SCC)N)C (4-amino-2-ethylsulfanyl-pyrimidine-5-carboxylic acid methoxy-methyl-amide), BrC1=C(C=CC(=C1)F)C(F)(F)F (2-bromo-4-fluoro-1-trifluoromethyl-benzene). Product: NC1=NC(=NC=C1C(=O)C1=C(C=CC(=C1)F)C(F)(F)F)SCC ((4-Amino-2-ethylsulfanyl-pyrimidin-5-yl)-(5-fluoro-2-trifluoromethyl-phenyl)-methanone). As a reaction SMILES: CON(C)[C:4]([C:6]1[C:7]([NH2:15])=[N:8][C:9]([S:12][CH2:13][CH3:14])=[N:10][CH:11]=1)=[O:5].Br[C:18]1[CH:23]=[C:22]([F:24])[CH:21]=[CH:20][C:19]=1[C:25]([F:28])([F:27])[F:26]>>[NH2:15][C:7]1[C:6]([C:4]([C:20]2[CH:21]=[C:22]([F:24])[CH:23]=[CH:18][C:19]=2[C:25]([F:26])([F:27])[F:28])=[O:5])=[CH:11][N:10]=[C:9]([S:12][CH2:13][CH3:14])[N:8]=1. Reported procedure: The compound was prepared from 4-amino-2-ethylsulfanyl-pyrimidine-5-carboxylic acid methoxy-methyl-amide, Example 1, and 2-bromo-4-fluoro-1-trifluoromethyl-benzene (Aldrich) in an analogous manner as described in Example 169. Starting materials: N1=C(N=CC=C1)N1CCN(CC1)CCCCN1N=CC(=C1)C(=O)OCC (ethyl 1-{4-[4-(2-pyrimidinyl)-1-piperazinyl]-butyl}-1H-pyrazole-4-carboxylate), N (ammonia). Run in Cl (HCl). The product is C(=O)(O)C=1C=NN(C1)CCCCN1CCN(CC1)C1=NC=CC=N1 (4-carboxy-1-{4-[4-(2-pyrimidinyl)-1-piperazinyl]-butyl}-1H-pyrazole). The yield is 84.4%. As a reaction SMILES: [N:1]1[CH:6]=[CH:5][CH:4]=[N:3][C:2]=1[N:7]1[CH2:12][CH2:11][N:10]([CH2:13][CH2:14][CH2:15][CH2:16][N:17]2[CH:21]=[C:20]([C:22]([O:24]CC)=[O:23])[CH:19]=[N:18]2)[CH2:9][CH2:8]1.N>Cl>[C:22]([C:20]1[CH:19]=[N:18][N:17]([CH2:16][CH2:15][CH2:14][CH2:13][N:10]2[CH2:11][CH2:12][N:7]([C:2]3[N:1]=[CH:6][CH:5]=[CH:4][N:3]=3)[CH2:8][CH2:9]2)[CH:21]=1)([OH:24])=[O:23]. Procedure: A mixture of 4.4 g (12.2 mmol) of ethyl 1-{4-[4-(2-pyrimidinyl)-1-piperazinyl]-butyl}-1H-pyrazole-4-carboxylate in 50 ml of 2N HCl is refluxed for 4 hours. The mixture is cooled in an ice bath, neutralized with ammonia and extracted with chloroform. 3.4 g of 4-carboxy-1-{4-[4-(2-pyrimidinyl)-1-piperazinyl]-butyl}-1H-pyrazole with a melting point of 104°-105° C. are thus obtained. The reactants are C(C)OC(=O)C=1NC(=CC1)C (5-methyl-1H-pyrrole-2-carboxylic acid ethyl ester), COC1=CC=C(C=C1)CC(=O)Cl ((4-Methoxyphenyl)-acetyl chloride). The solvent is ClCCCl (1,2-dichloroethane). Product: C(C)OC(=O)C=1NC(=C(C1)C(CC1=CC=C(C=C1)OC)=O)C (4-[2-(4-Methoxy-phenyl)-acetyl]-5-methyl-1H-pyrrole-2-carboxylic acid ethyl ester). Yield: 72.0%. Reaction SMILES: [CH2:1]([O:3][C:4]([C:6]1[NH:7][C:8]([CH3:11])=[CH:9][CH:10]=1)=[O:5])[CH3:2].[CH3:12][O:13][C:14]1[CH:19]=[CH:18][C:17]([CH2:20][C:21](Cl)=[O:22])=[CH:16][CH:15]=1>ClCCCl>[CH2:1]([O:3][C:4]([C:6]1[NH:7][C:8]([CH3:11])=[C:9]([C:21](=[O:22])[CH2:20][C:17]2[CH:18]=[CH:19][C:14]([O:13][CH3:12])=[CH:15][CH:16]=2)[CH:10]=1)=[O:5])[CH3:2]. Procedure: 4-[2-(4-Methoxy-phenyl)-acetyl]-5-methyl-1H-pyrrole-2-carboxylic acid ethyl ester (123) was synthesized from 5-methyl-1H-pyrrole-2-carboxylic acid ethyl ester (107) and (4-Methoxyphenyl)-acetyl chloride following the procedure described in Example 32. Reaction Conditions: 1,2-dichloroethane/−40° C. Purification: prep/HPLC. Yield: 72%. 1H (CDCl3, 400 MHz): δ 10.45 (NH, broad s), 7.31 (1H, s), 7.18 (2H, d), 6.84 (2H, d), 4.37 (2H, q), 4.01 (2H, s), 3.74 (3H, s), 2.57 (3H, s), 1.38 (3H, t) ppm. 13C...